From a dataset of the Open Reaction Database (ORD), a public repository of structured organic reaction records. describe an organic reaction: reactants, conditions, products, and yield Reactants: Cn1nc(-c2ncc([N+](=O)[O-])n2C)c(C#N)c1NC(=O)C(=O)O, CO, Cl, [K+], NO, [OH-]. Product: Cn1nc(-c2ncc([N+](=O)[O-])n2C)c(C#N)c1NC(=O)C(=O)NO. As a reaction SMILES: [C:6](#[N:7])[c:8]1[c:9](-[c:20]2[n:21]([CH3:28])[c:22]([N+:25](=[O:26])[O-:27])[cH:23][n:24]2)[n:10][n:11]([CH3:19])[c:12]1[NH:13][C:14]([C:15](=[O:16])[OH:17])=[O:18].[CH3:29][OH:30].[ClH:1].[K+:5].[NH2:2][OH:3].[OH-:4]>>[NH:2]([OH:3])[C:15]([C:14]([NH:13][c:12]1[c:8]([C:6]#[N:7])[c:9](-[c:20]2[n:21]([CH3:28])[c:22]([N+:25](=[O:26])[O-:27])[cH:23][n:24]2)[n:10][n:11]1[CH3:19])=[O:18])=[O:16].